Dataset: the Open Reaction Database (ORD), a public repository of structured organic reaction records. Task: describe an organic reaction: reactants, conditions, products, and yield Starting materials: C(C1=CC=CC=C1)(C1=CC=CC=C1)(C1=CC=CC=C1)NC=1SC=C(N1)C(C(=O)O)=O (2-(2-tritylaminothiazol-4-yl)glyoxalic acid), C(C1=CC=CC=C1)(C1=CC=CC=C1)(C1=CC=CC=C1)NC=1SC=C(N1)CON ((2-tritylaminothiazol-4-yl)methoxyamine). Solvent: CO (methanol). Run at time 4 hour. Product: C(C1=CC=CC=C1)(C1=CC=CC=C1)(C1=CC=CC=C1)NC=1SC=C(N1)/C(/C(=O)O)=N/OCC=1N=C(SC1)NC(C1=CC=CC=C1)(C1=CC=CC=C1)C1=CC=CC=C1 ((Z)-2-(2-tritylaminothiazol-4-yl)-2-[(2-tritylaminothiazol-4-yl)methoxyimino]acetic acid). The yield is 87.0%. RXN SMILES: [C:1]([NH:20][C:21]1[S:22][CH:23]=[C:24]([C:26](=O)[C:27]([OH:29])=[O:28])[N:25]=1)([C:14]1[CH:19]=[CH:18][CH:17]=[CH:16][CH:15]=1)([C:8]1[CH:13]=[CH:12][CH:11]=[CH:10][CH:9]=1)[C:2]1[CH:7]=[CH:6][CH:5]=[CH:4][CH:3]=1.[C:31]([NH:50][C:51]1[S:52][CH:53]=[C:54]([CH2:56][O:57][NH2:58])[N:55]=1)([C:44]1[CH:49]=[CH:48][CH:47]=[CH:46][CH:45]=1)([C:38]1[CH:43]=[CH:42][CH:41]=[CH:40][CH:39]=1)[C:32]1[CH:37]=[CH:36][CH:35]=[CH:34][CH:33]=1>CO>[C:1]([NH:20][C:21]1[S:22][CH:23]=[C:24](/[C:26](=[N:58]/[O:57][CH2:56][C:54]2[N:55]=[C:51]([NH:50][C:31]([C:32]3[CH:37]=[CH:36][CH:35]=[CH:34][CH:33]=3)([C:38]3[CH:39]=[CH:40][CH:41]=[CH:42][CH:43]=3)[C:44]3[CH:49]=[CH:48][CH:47]=[CH:46][CH:45]=3)[S:52][CH:53]=2)/[C:27]([OH:29])=[O:28])[N:25]=1)([C:14]1[CH:15]=[CH:16][CH:17]=[CH:18][CH:19]=1)([C:2]1[CH:3]=[CH:4][CH:5]=[CH:6][CH:7]=1)[C:8]1[CH:9]=[CH:10][CH:11]=[CH:12][CH:13]=1. Procedure details: 3.1 g of 2-(2-tritylaminothiazol-4-yl)glyoxalic acid was dissolved in 170 ml of methanol, 2.9 g of the (2-tritylaminothiazol-4-yl)methoxyamine was added thereto, and stirred at room temperature for 4 hours. The formed precipitates were filtered off and washed with 20 ml of methanol to obtain 5.1 g of (Z)-2-(2-tritylaminothiazol-4-yl)-2-[(2-tritylaminothiazol-4-yl)methoxyimino]acetic acid. The reactants are BrC(Br)(Br)Br, ClCCl, O=C1Nc2ccccc2OC1CCO, c1ccc(P(c2ccccc2)c2ccccc2)cc1. Yields the product O=C1Nc2ccccc2OC1CCBr. Reaction SMILES: [Br:34][C:35]([Br:36])([Br:37])[Br:38].[Cl:39][CH2:40][Cl:41].[OH:1][CH2:2][CH2:3][CH:4]1[O:5][c:6]2[c:7]([cH:11][cH:12][cH:13][cH:14]2)[NH:8][C:9]1=[O:10].[c:15]1([P:16]([c:17]2[cH:18][cH:19][cH:20][cH:21][cH:22]2)[c:23]2[cH:24][cH:25][cH:26][cH:27][cH:28]2)[cH:29][cH:30][cH:31][cH:32][cH:33]1>>[CH2:2]([CH2:3][CH:4]1[O:5][c:6]2[c:7]([cH:11][cH:12][cH:13][cH:14]2)[NH:8][C:9]1=[O:10])[Br:34]. Starting materials: CCN(C(C)C)C(C)C, Clc1nc2ccccc2o1, CC(C)(C)OC(=O)C(C)(C)Oc1cccc(CCCN)c1, C1CCOC1, O. The product is CC(C)(C)OC(=O)C(C)(C)Oc1cccc(CCCNc2nc3ccccc3o2)c1. As a reaction SMILES: [CH:22]([N:23]([CH:24]([CH3:25])[CH3:26])[CH2:27][CH3:28])([CH3:29])[CH3:30].[Cl:31][c:32]1[o:33][c:34]2[c:35]([n:36]1)[cH:37][cH:38][cH:39][cH:40]2.[NH2:1][CH2:2][CH2:3][CH2:4][c:5]1[cH:6][c:7]([O:8][C:9]([C:10](=[O:11])[O:12][C:13]([CH3:14])([CH3:15])[CH3:16])([CH3:17])[CH3:18])[cH:19][cH:20][cH:21]1.[O:42]1[CH2:43][CH2:44][CH2:45][CH2:46]1.[OH2:41]>>[NH:1]([CH2:2][CH2:3][CH2:4][c:5]1[cH:6][c:7]([O:8][C:9]([C:10](=[O:11])[O:12][C:13]([CH3:14])([CH3:15])[CH3:16])([CH3:17])[CH3:18])[cH:19][cH:20][cH:21]1)[c:32]1[o:33][c:34]2[c:35]([n:36]1)[cH:37][cH:38][cH:39][cH:40]2. Reactants: CN(C)C=O, Clc1cccc(CBr)c1, Nc1cc(O)c(C(=O)O)cc1Cl, O. Yields the product Nc1cc(OCc2cccc(Cl)c2)c(C(=O)O)cc1Cl. Reaction SMILES: [CH3:23][N:24]([CH3:25])[CH:26]=[O:27].[Cl:13][c:14]1[cH:15][c:16]([CH2:17][Br:18])[cH:19][cH:20][cH:21]1.[NH2:1][c:2]1[cH:3][c:4]([OH:12])[c:5]([C:6](=[O:7])[OH:8])[cH:9][c:10]1[Cl:11].[OH2:22]>>[NH2:1][c:2]1[cH:3][c:4]([O:12][CH2:17][c:16]2[cH:15][c:14]([Cl:13])[cH:21][cH:20][cH:19]2)[c:5]([C:6](=[O:7])[OH:8])[cH:9][c:10]1[Cl:11].